From a dataset of the Open Reaction Database (ORD), a public repository of structured organic reaction records. describe an organic reaction: reactants, conditions, products, and yield Starting materials: ClC1=CC=C(CC=2OC3=C(C2C(C2=CC=C(C=C2)O)=O)C=CC=C3)C=C1 (2-(4-chlorobenzyl)-3-(4-hydroxybenzoyl)benzofuran), [H-].[Na+] (sodium hydride), C(C)N(CCCl)CC (2-diethylaminoethyl chloride). Solvent: C1(=CC=CC=C1)C (toluene), C1(=CC=CC=C1)C (toluene). Product: ClC1=CC=C(CC=2OC3=C(C2C(C2=CC=C(C=C2)OCCN(CC)CC)=O)C=CC=C3)C=C1 (2-(4-Chlorobenzyl)-3-[4-(2-diethylaminoethoxy)benzoyl]benzofuran). As a reaction SMILES: [Cl:1][C:2]1[CH:26]=[CH:25][C:5]([CH2:6][C:7]2[O:8][C:9]3[CH:24]=[CH:23][CH:22]=[CH:21][C:10]=3[C:11]=2[C:12](=[O:20])[C:13]2[CH:18]=[CH:17][C:16]([OH:19])=[CH:15][CH:14]=2)=[CH:4][CH:3]=1.[H-].[Na+].[CH2:29]([N:31]([CH2:35][CH3:36])[CH2:32][CH2:33]Cl)[CH3:30]>C1(C)C=CC=CC=1>[Cl:1][C:2]1[CH:3]=[CH:4][C:5]([CH2:6][C:7]2[O:8][C:9]3[CH:24]=[CH:23][CH:22]=[CH:21][C:10]=3[C:11]=2[C:12](=[O:20])[C:13]2[CH:18]=[CH:17][C:16]([O:19][CH2:30][CH2:29][N:31]([CH2:35][CH3:36])[CH2:32][CH3:33])=[CH:15][CH:14]=2)=[CH:25][CH:26]=1 |f:1.2|. Procedure details: A solution of 2-(4-chlorobenzyl)-3-(4-hydroxybenzoyl)benzofuran (2.0 g., 5.5 mmol) of 50 ml. of toluene is added to a slurry of 0.5 g. of a 57% sodium hydride dispersion (0.01 mol.) in 5 ml. of toluene. The reaction mixture is refluxed for 10 minutes, then 0.82 g. (5.5 mmol.) of 2-diethylaminoethyl chloride is added and the mixture is heated at 90° for 4 hours. The mixture is filtered and the filtrate concentrated under reduced pressure to give the title compound. The reactants are CC(C)(OC1=CC=C(OCCBr)C=C1)C (2-[4-(1,1-dimethylethoxy)phenoxy]ethyl bromide), ON1N=CC=C1 (N-hydroxypyrazole), [H-].[Na+] (NaH). Run in CN(C)C=O (DMF), CN(C)C=O (DMF), CN(C)C=O (DMF). Conditions: temperature 70 celsius. Yields the product CC(C)(OC1=CC=C(OCCON2N=CC=C2)C=C1)C (N-2-[4-(1,1-Dimethylethoxy)phenoxy]ethoxypyrazole). The yield is 92.6%. RXN SMILES: [OH:1][N:2]1[CH:6]=[CH:5][CH:4]=[N:3]1.[H-].[Na+].[CH3:9][C:10]([CH3:23])([O:12][C:13]1[CH:22]=[CH:21][C:16]([O:17][CH2:18][CH2:19]Br)=[CH:15][CH:14]=1)[CH3:11]>CN(C=O)C>[CH3:23][C:10]([CH3:9])([O:12][C:13]1[CH:22]=[CH:21][C:16]([O:17][CH2:18][CH2:19][O:1][N:2]2[CH:6]=[CH:5][CH:4]=[N:3]2)=[CH:15][CH:14]=1)[CH3:11] |f:1.2|. Procedure: A solution of 12.7 g (0.15 mol) of N-hydroxypyrazole in 20 ml of DMF was added dropwise to a suspension of 4.95 g (1.1 eq.) of NaH (80% dispersion in mineral oil) in 40 ml of DMF at RT, and the mixture was heated at 70° C. for 1 h. A solution of 40.95 g (0.15 mol) of 2-[4-(1,1-dimethylethoxy)phenoxy]ethyl bromide in 100 ml of DMF was added and the mixture was then heated at 125° C. for 15 h. The solvent was then stripped off in a rotary evaporator, the residue was taken up in ethyl acetate, and ... The reactants are C(CCC)C=1NC(=C(N1)I)C=O (2-butyl-4-iodoimidazole-5-carboxaldehyde), BrCC1=C(C(=C(C(=O)OC)C=C1)Cl)Cl (methyl 4-bromomethyl-2,3-dichlorobenzoate), O (water), Example 96 ( i ), C([O-])([O-])=O.[K+].[K+] (potassium carbonate). The solvent is CN(C=O)C (dimethylformamide). Reaction conditions: time 20 minute. Product: C(CCC)C=1N(C(=C(N1)I)C=O)CC1=C(C(=C(C(=O)OC)C=C1)Cl)Cl (methyl 4-[(2-butyl-5-formyl-4-iodo-1H-imidazol-1-yl)methyl]-2,3-dichlorobenzoate). Yield: 40.7%. Reaction SMILES: [CH2:1]([C:5]1[NH:6][C:7]([CH:11]=[O:12])=[C:8]([I:10])[N:9]=1)[CH2:2][CH2:3][CH3:4].C(=O)([O-])[O-].[K+].[K+].Br[CH2:20][C:21]1[CH:30]=[CH:29][C:24]([C:25]([O:27][CH3:28])=[O:26])=[C:23]([Cl:31])[C:22]=1[Cl:32].O>CN(C)C=O>[CH2:1]([C:5]1[N:6]([CH2:20][C:21]2[CH:30]=[CH:29][C:24]([C:25]([O:27][CH3:28])=[O:26])=[C:23]([Cl:31])[C:22]=2[Cl:32])[C:7]([CH:11]=[O:12])=[C:8]([I:10])[N:9]=1)[CH2:2][CH2:3][CH3:4] |f:1.2.3|. Procedure: A suspension of 26.7 g (0.096 mol) of 2-butyl-4-iodoimidazole-5-carboxaldehyde (prepared in Example 96 (i) and (ii)) and 28.01 g (0.203 mol) of dry potassium carbonate in 350 mL of dimethylformamide was stirred under argon for 20 minutes. Then 30 g (0.10 mol) of methyl 4-bromomethyl-2,3-dichlorobenzoate was added and the mixture was stirred at 80° C. for 1.5 hours. The reaction mixture was poured into water and extracted several times with ether. Filtration of the solid formed at the ether-water...